The task is: describe an organic reaction: reactants, conditions, products, and yield. This data is from the Open Reaction Database (ORD), a public repository of structured organic reaction records. Starting materials: ClC1=NC(=NC=C1C)N (4-chloro-5-methylpyrimidin-2-amine), tetrakistriphenylphosphine palladium (0), COC1=CC=C(C=N1)B(O)O (6-methoxypyridin-3-ylboronic acid), 1,2-DME, C(=O)([O-])[O-].[Na+].[Na+] (Na2CO3). Run at temperature 120 celsius. The product is COC1=CC=C(C=N1)C1=NC(=NC=C1C)N (4-(6-methoxypyridin-3-yl)-5-methylpyrimidin-2-amine). The yield is 42.5%. Reaction SMILES: Cl[C:2]1[C:7]([CH3:8])=[CH:6][N:5]=[C:4]([NH2:9])[N:3]=1.[CH3:10][O:11][C:12]1[N:17]=[CH:16][C:15](B(O)O)=[CH:14][CH:13]=1.C([O-])([O-])=O.[Na+].[Na+]>>[CH3:10][O:11][C:12]1[N:17]=[CH:16][C:15]([C:2]2[C:7]([CH3:8])=[CH:6][N:5]=[C:4]([NH2:9])[N:3]=2)=[CH:14][CH:13]=1 |f:2.3.4|. Procedure: To 4-chloro-5-methylpyrimidin-2-amine (250 mg, 1.74 mmol), tetrakistriphenylphosphine palladium (0) (100 mg, 0.087 mmol) and 6-methoxypyridin-3-ylboronic acid (398 mg, 2.60 mmol), 1,2-DME (6 mL) and Na2CO3 (1.74 mL, 2 M, 3.47 mmol) were added and heated to 120° C. in a microwave reactor for 30 minutes. The reaction mixture was filtered using acetonitrile and the filtrate was dried over anhydrous Na2SO4 and evaporated under reduced pressure. The crude product was purified by column chromatography...